From a dataset of the Open Reaction Database (ORD), a public repository of structured organic reaction records. describe an organic reaction: reactants, conditions, products, and yield Reactants: FC(C(CCC[C@@H]1[C@H]([C@H](CC1=O)OC1OCCCC1)C\C=C/CCCC(=O)OC)=O)(CCC)F (methyl (Z)-7-{(1R)-(2R,5S)-2-(5,5-difluoro-4oxooctyl)-3-oxo-5-tetrahydropyranyloxycylopentyl}hept-5-enoate), resultant mixture. Solvent: C(C)(=O)O (acetic acid), C1CCOC1 (THF), O (water). Yields the product FC(C(CCC[C@@H]1[C@H]([C@H](CC1=O)O)C\C=C/CCCC(=O)OC)=O)(CCC)F (methyl (Z)-7-{(1R)-(2R,5S)-2-(5,5-difluoro-4oxooctyl)-5-hydroxy-3-oxocylopentyl}hept-5-enoate). Reaction SMILES: [F:1][C:2]([F:34])([CH2:31][CH2:32][CH3:33])[C:3](=[O:30])[CH2:4][CH2:5][CH2:6][C@H:7]1[C:11](=[O:12])[CH2:10][C@H:9]([O:13]C2CCCCO2)[C@@H:8]1[CH2:20]/[CH:21]=[CH:22]\[CH2:23][CH2:24][CH2:25][C:26]([O:28][CH3:29])=[O:27]>C(O)(=O)C.C1COCC1.O>[F:1][C:2]([F:34])([CH2:31][CH2:32][CH3:33])[C:3](=[O:30])[CH2:4][CH2:5][CH2:6][C@H:7]1[C:11](=[O:12])[CH2:10][C@H:9]([OH:13])[C@@H:8]1[CH2:20]/[CH:21]=[CH:22]\[CH2:23][CH2:24][CH2:25][C:26]([O:28][CH3:29])=[O:27]. Reported procedure: The diketone (42) (0.188 g) was dissolved in a mixed solvent of acetic acid, THF and water (3:1:1, 25 ml) and the resultant mixture was kept at 40° C. for 3.5 hours. The crude product obtained after the usual work-up was subjected to silicagel column chromatography to give the titled compound (43). Starting materials: F[C@H]1C(C=C2C(C[C@H]3[C@@H]4CC[C@@H]([C@@]4(C)CC[C@@H]3[C@]2(C1)C)O)=O)=O (2α-fluoro-17β-hydroxyandrost-4-en-3,6-dione), [Na+].[I-] (NaI), Cl (HCl), C(=O)(O)[O-].[Na+] (NaHCO3). The solvent is CC(=O)C (acetone), CCOCC (Et2O). Run at time 5 minute. The product is F[C@H]1C(CC2C(C[C@H]3[C@@H]4CC[C@@H]([C@@]4(C)CC[C@@H]3[C@]2(C1)C)O)=O)=O (2α-Fluoro-17β-hydroxyandrostan-3,6-dione). The yield is 72.0%. RXN SMILES: [F:1][C@@H:2]1[CH2:19][C@@:18]2([CH3:20])[C:5]([C:6](=[O:22])[CH2:7][C@@H:8]3[C@@H:17]2[CH2:16][CH2:15][C@@:13]2([CH3:14])[C@H:9]3[CH2:10][CH2:11][C@@H:12]2[OH:21])=[CH:4][C:3]1=[O:23].[Na+].[I-].Cl.C([O-])(O)=O.[Na+]>CC(C)=O.CCOCC>[F:1][C@@H:2]1[CH2:19][C@@:18]2([CH3:20])[CH:5]([C:6](=[O:22])[CH2:7][C@@H:8]3[C@@H:17]2[CH2:16][CH2:15][C@@:13]2([CH3:14])[C@H:9]3[CH2:10][CH2:11][C@@H:12]2[OH:21])[CH2:4][C:3]1=[O:23] |f:1.2,4.5|. Procedure details: To a solution of 2α-fluoro-17β-hydroxyandrost-4-en-3,6-dione (510 mg) in acetone (76 ml), NaI (950 mg) and conc. HCl (0.51 ml) were added. The mixture was then stirred at RT for 5 min. NaHCO3 was added until neutrality. The organic layer was diluted with Et2O and washed with Na2S2O3 till the brown colour disappeared. The organic phase was washed with H2O and brine, dried over Na2SO4 and was evaporated to dryness. The crude reaction mixture was purified by flash chromatography (SiO2, n-hexane/DCM... Starting materials: C(C)(C)(C)OO (t-butyl hydroperoxide), C(C)(C)(CC)OC (methyl t-amyl ether). Yields the product C(C)(C)(CC)OOC(C)(C)C (t-butyl t-amyl peroxide). RXN SMILES: [C:1]([O:5]O)([CH3:4])([CH3:3])[CH3:2].[C:7]([O:12]C)([CH2:10][CH3:11])([CH3:9])[CH3:8]>>[C:7]([O:12][O:5][C:1]([CH3:4])([CH3:3])[CH3:2])([CH2:10][CH3:11])([CH3:8])[CH3:9]. Procedure details: In similar manner, although optimal conditions may vary, hydrogen peroxide may be reacted with methyl t-amyl ether to provide t-amyl hydroperoxide or di-t-amyl peroxide; with methyl t-hexyl ether to provide t-hexyl hydroperoxide or di-t-hexyl peroxide; with ethyl t-butyl ether to provide t-butyl hydroperoxide or di-t-butyl peroxide; with ethyl t-amyl ether to provide t-amyl hydroperoxide or di-t-amyl peroxide; with ethyl t-hexyl ether to provide t-hexyl hydroperoxide or di-t-hexyl peroxide; with... Starting materials: Brc1ccccn1, [Li]CCCC, COc1cc(C=O)cc([N+](=O)[O-])c1OC, C1CCOC1. The product is COc1cc(C(O)c2ccccn2)cc([N+](=O)[O-])c1OC. RXN SMILES: [Br:1][c:2]1[cH:3][cH:4][cH:5][cH:6][n:7]1.[CH2:8]([Li:9])[CH2:10][CH2:11][CH3:12].[CH3:13][O:14][c:15]1[cH:16][c:17]([CH:18]=[O:19])[cH:20][c:21]([N+:25](=[O:26])[O-:27])[c:22]1[O:23][CH3:24].[O:28]1[CH2:29][CH2:30][CH2:31][CH2:32]1>>[c:2]1([CH:18]([c:17]2[cH:16][c:15]([O:14][CH3:13])[c:22]([O:23][CH3:24])[c:21]([N+:25](=[O:26])[O-:27])[cH:20]2)[OH:19])[cH:3][cH:4][cH:5][cH:6][n:7]1. The reactants are C1CCNCC1, CN(C)C=O, CCc1sc(C(=O)NC2C(N(CC3c4ccccc4-c4ccccc43)C(=O)[O-])CCCC2(F)F)cc1-c1cnc2cccnn12. Product: CCc1sc(C(=O)NC2C(N)CCCC2(F)F)cc1-c1cnc2cccnn12. As a reaction SMILES: [CH2:46]1[CH2:47][CH2:48][NH:49][CH2:50][CH2:51]1.[O:52]=[CH:53][N:54]([CH3:55])[CH3:56].[cH:1]1[c:2]2[c:14]([cH:16][cH:17][cH:18]1)-[c:9]1[c:8]([cH:13][cH:12][cH:11][cH:10]1)[CH:3]2[CH2:4][N:15]([C:5](=[O:6])[O-:7])[CH:19]1[CH:20]([NH:27][C:28](=[O:29])[c:30]2[s:31][c:32]([CH2:44][CH3:45])[c:33](-[c:35]3[cH:36][n:37][c:38]4[n:39]3[n:40][cH:41][cH:42][cH:43]4)[cH:34]2)[C:21]([F:25])([F:26])[CH2:22][CH2:23][CH2:24]1>>[NH2:15][CH:19]1[CH:20]([NH:27][C:28](=[O:29])[c:30]2[s:31][c:32]([CH2:44][CH3:45])[c:33](-[c:35]3[cH:36][n:37][c:38]4[n:39]3[n:40][cH:41][cH:42][cH:43]4)[cH:34]2)[C:21]([F:25])([F:26])[CH2:22][CH2:23][CH2:24]1. The product is CC(C)(C)OC(=O)N1CCC(COCc2cc(N)cc(C(F)(F)F)c2)(c2ccccc2)CC1. RXN SMILES: [CH3:36][OH:37].[N+:1]([O-:2])(=[O:3])[c:4]1[cH:5][c:6]([CH2:7][O:8][CH2:9][C:10]2([c:23]3[cH:24][cH:25][cH:26][cH:27][cH:28]3)[CH2:11][CH2:12][N:13]([C:16](=[O:17])[O:18][C:19]([CH3:20])([CH3:21])[CH3:22])[CH2:14][CH2:15]2)[cH:29][c:30]([C:32]([F:33])([F:34])[F:35])[cH:31]1.[Pd:38]>>[NH2:1][c:4]1[cH:5][c:6]([CH2:7][O:8][CH2:9][C:10]2([c:23]3[cH:24][cH:25][cH:26][cH:27][cH:28]3)[CH2:11][CH2:12][N:13]([C:16](=[O:17])[O:18][C:19]([CH3:20])([CH3:21])[CH3:22])[CH2:14][CH2:15]2)[cH:29][c:30]([C:32]([F:33])([F:34])[F:35])[cH:31]1. The reactants are CO, CC(C)(C)OC(=O)N1CCC(COCc2cc([N+](=O)[O-])cc(C(F)(F)F)c2)(c2ccccc2)CC1, [Pd]. Reactants: FC=1C=C2C(=NC1)N(N=C2C=2N=C(C1=C(N2)NC(C1(C)C)=O)I)CC1=C(C=NC=C1)F (2-{5-Fluoro-1-[(3-fluoropyridin-4-yl)methyl]-1H-pyrazolo[3,4-b]pyridin-3-yl}-4-iodo-5,5-dimethyl-5,7-dihydro-6H-pyrrolo[2,3-d]pyrimidin-6-one), C(CN)C(F)(F)F (3,3,3-trifluoropropyl-1-amine). Solvent: CN1C(CCC1)=O (1-methyl-2-pyrrolidone). Run at temperature 150 celsius. Yields the product FC=1C=C2C(=NC1)N(N=C2C=2N=C(C1=C(N2)NC(C1(C)C)=O)NCCC(F)(F)F)CC1=NC=CC=C1F (2-{5-Fluoro-1-[(3-fluoropyridin-2-yl)methyl]-1H-pyrazolo[3,4-b]pyridin-3-yl}-5,5-dimethyl-4-[(3,3,3-trifluoropropyl)amino]-5,7-dihydro-6H-pyrrolo[2,3-d]pyrimidin-6-one). Reaction SMILES: [F:1][C:2]1[CH:3]=[C:4]2[C:10]([C:11]3[N:12]=[C:13](I)[C:14]4[C:19]([CH3:21])([CH3:20])[C:18](=[O:22])[NH:17][C:15]=4[N:16]=3)=[N:9][N:8]([CH2:24]C3C=CN=CC=3F)[C:5]2=[N:6][CH:7]=1.[CH2:32]([C:35]([F:38])([F:37])[F:36])[CH2:33][NH2:34]>CN1CCCC1=O>[F:1][C:2]1[CH:3]=[C:4]2[C:10]([C:11]3[N:12]=[C:13]([NH:34][CH2:33][CH2:32][C:35]([F:38])([F:37])[F:36])[C:14]4[C:19]([CH3:20])([CH3:21])[C:18](=[O:22])[NH:17][C:15]=4[N:16]=3)=[N:9][N:8]([CH2:24][C:7]3[C:2]([F:1])=[CH:3][CH:4]=[CH:5][N:6]=3)[C:5]2=[N:6][CH:7]=1. Reported procedure: 150 mg (0.186 mmol, approx. 66% purity) of the compound obtained in example 28A was dissolved in 1-methyl-2-pyrrolidone (3.6 ml) in a reaction vessel suitable for a microwave and 0.9 ml of 3,3,3-trifluoropropyl-1-amine was added. Then it was sealed with a corresponding septum and it was heated in the microwave at 150° C. for 3 h. After cooling, the reaction mixture was purified by preparative HPLC (acetonitrile:water (+0.05% formic acid) gradient). 33 mg of the title compound was obtained (34% o...